Dataset: the Open Reaction Database (ORD), a public repository of structured organic reaction records. Task: describe an organic reaction: reactants, conditions, products, and yield The reactants are COC1=C2CCCC(C2=CC=C1)=O (3,4-dihydro-5-methoxy-1(2H)-naphthalenone), C(C)(C)[N-]C(C)C.[Li+] (lithium diisopropylamide), C(CCC)[Li] (n-butyllithium), C(C)(C)NC(C)C (diisopropylamine), ICCCC (iodobutane), C([O-])(O)=O.[Na+] (sodium bicarbonate). The solvent is C(OC)COC (dimethoxyethane), C(OC)COC (dimethoxyethane). Conditions: temperature 34 celsius. The product is C(CCC)C1C(C2=CC=CC(=C2CC1)OC)=O (2-butyl-3,4-dihydro-5-methoxy-1 (2H)-naphthalenone). Reaction SMILES: C([N-]C(C)C)(C)C.[Li+].[CH2:9]([Li])[CH2:10][CH2:11][CH3:12].C(NC(C)C)(C)C.[CH3:21][O:22][C:23]1[CH:32]=[CH:31][CH:30]=[C:29]2[C:24]=1[CH2:25][CH2:26][CH2:27][C:28]2=[O:33].ICCCC.C(=O)(O)[O-].[Na+]>C(COC)OC>[CH2:9]([CH:27]1[CH2:26][CH2:25][C:24]2[C:29](=[CH:30][CH:31]=[CH:32][C:23]=2[O:22][CH3:21])[C:28]1=[O:33])[CH2:10][CH2:11][CH3:12] |f:0.1,6.7|. Procedure: To a solution of lithium diisopropylamide prepared from n-butyllithium (4.0 ml, 1.56M solution in n-hexane) and diisopropylamine (0.88 ml) in freshly distillated dimethoxyethane (20 ml) was added dropwise a solution of 3,4-dihydro-5-methoxy-1(2H)-naphthalenone (881 mg) in dimethoxyethane (5 ml) at -20° C. under N2 gas atmosphere. The mixture was stirred at -20°~0° C. for half an hour and then warmed to 34° C. rapidly. To the mixture was added iodobutane (1.8 ml) in one portion. The mixture was r...